This data is from the Open Reaction Database (ORD), a public repository of structured organic reaction records. The task is: describe an organic reaction: reactants, conditions, products, and yield The reactants are ClC1=CC=C2C(=C1)N(CC21CCN(CC1)C#N)C1=C(C=CC=C1)F (6-chloro-1'-cyano-1-(2-fluorophenyl)spiro[indoline-3,4'-piperidine]), [H-].[Al+3].[Li+].[H-].[H-].[H-] (lithium aluminum hydride), C(\C=C/C(=O)O)(=O)O (maleic acid), O (water). Product: ClC1=CC=C2C(=C1)N(CC21CCNCC1)C1=C(C=CC=C1)F (6-chloro-1-(2-fluorophenyl)spiro[indoline-3,4'-piperidine]). Procedure: A solution of 3.4 g of 6-chloro-1'-cyano-1-(2-fluorophenyl)spiro[indoline-3,4'-piperidine], Example 26, in 50 ml of tetrahydrofuran is added dropwise to a refluxing slurry of 1.0 g of lithium aluminum hydride in 50 ml of tetrahydrofuran. After total addition the mixture is stirred at reflux for 2.5 hours before being treated with water and alkali. The resulting oily product, in ether, is converted to its maleic acid salt which is recrystallized from an ethyl alcohol-ether mixture to provide off-... Reaction SMILES: [Cl:1][C:2]1[CH:7]=[C:6]2[N:8]([C:18]3[CH:23]=[CH:22][CH:21]=[CH:20][C:19]=3[F:24])[CH2:9][C:10]3([CH2:15][CH2:14][N:13](C#N)[CH2:12][CH2:11]3)[C:5]2=[CH:4][CH:3]=1.[H-].[Al+3].[Li+].[H-].[H-].[H-].O.C(O)(=O)/C=C\C(O)=O>O1CCCC1.CCOCC>[Cl:1][C:2]1[CH:7]=[C:6]2[N:8]([C:18]3[CH:23]=[CH:22][CH:21]=[CH:20][C:19]=3[F:24])[CH2:9][C:10]3([CH2:15][CH2:14][NH:13][CH2:12][CH2:11]3)[C:5]2=[CH:4][CH:3]=1 |f:1.2.3.4.5.6|. Run in O1CCCC1 (tetrahydrofuran), O1CCCC1 (tetrahydrofuran), CCOCC (ether). Reactants: Cc1cc(F)ccc1Br, O=C([O-])[O-], C1COCCO1, [Cs+], [Cs+], Cc1ccc(C(=O)N2CCOCC2)cc1C(=O)c1ccc(N)cc1Cl, O=C(C=Cc1ccccc1)C=Cc1ccccc1, O=C(C=Cc1ccccc1)C=Cc1ccccc1, O=C(C=Cc1ccccc1)C=Cc1ccccc1, [Pd], [Pd]. The product is Cc1cc(F)ccc1Nc1ccc(C(=O)c2cc(C(=O)N3CCOCC3)ccc2C)c(Cl)c1. As a reaction SMILES: [Br:1][c:2]1[c:3]([CH3:9])[cH:4][c:5]([F:8])[cH:6][cH:7]1.[C:35](=[O:36])([O-:37])[O-:38].[CH2:41]1[O:42][CH2:43][CH2:44][O:45][CH2:46]1.[Cs+:39].[Cs+:40].[NH2:10][c:11]1[cH:12][c:13]([Cl:34])[c:14]([C:17](=[O:18])[c:19]2[c:20]([CH3:33])[cH:21][cH:22][c:23]([C:25](=[O:26])[N:27]3[CH2:28][CH2:29][O:30][CH2:31][CH2:32]3)[cH:24]2)[cH:15][cH:16]1.[O:49]=[C:50]([CH:51]=[CH:52][c:53]1[cH:54][cH:55][cH:56][cH:57][cH:58]1)[CH:59]=[CH:60][c:61]1[cH:62][cH:63][cH:64][cH:65][cH:66]1.[O:67]=[C:68]([CH:69]=[CH:70][c:71]1[cH:72][cH:73][cH:74][cH:75][cH:76]1)[CH:77]=[CH:78][c:79]1[cH:80][cH:81][cH:82][cH:83][cH:84]1.[O:85]=[C:86]([CH:87]=[CH:88][c:89]1[cH:90][cH:91][cH:92][cH:93][cH:94]1)[CH:95]=[CH:96][c:97]1[cH:98][cH:99][cH:100][cH:101][cH:102]1.[Pd:47].[Pd:48]>>[c:2]1([NH:10][c:11]2[cH:12][c:13]([Cl:34])[c:14]([C:17](=[O:18])[c:19]3[c:20]([CH3:33])[cH:21][cH:22][c:23]([C:25](=[O:26])[N:27]4[CH2:28][CH2:29][O:30][CH2:31][CH2:32]4)[cH:24]3)[cH:15][cH:16]2)[c:3]([CH3:9])[cH:4][c:5]([F:8])[cH:6][cH:7]1. Reactants: C(C1=CC=CC=C1)(=O)C12C(C=C(OC2O1)C(=O)OCC)=O (ethyl 6-benzoyl-5-oxo-2,7-dioxabicyclo[4.1.0]hept-3-ene-3-carboxylate). Solvent: C(=O)O (formic acid), O (water). The product is OC=1C(C=C(OC1C1=CC=CC=C1)C(=O)OCC)=O (Ethyl 5-hydroxy-4-oxo-6-phenyl-4H-pyran-2-carboxylate). As a reaction SMILES: [C:1]([C:9]12[O:15]C1[O:13][C:12]([C:16]([O:18][CH2:19][CH3:20])=[O:17])=[CH:11][C:10]2=[O:21])(=O)[C:2]1[CH:7]=[CH:6][CH:5]=[CH:4][CH:3]=1>C(O)=O.O>[OH:15][C:9]1[C:10](=[O:21])[CH:11]=[C:12]([C:16]([O:18][CH2:19][CH3:20])=[O:17])[O:13][C:1]=1[C:2]1[CH:3]=[CH:4][CH:5]=[CH:6][CH:7]=1. Reported procedure: A solution of ethyl 6-benzoyl-5-oxo-2,7-dioxabicyclo[4.1.0]hept-3-ene-3-carboxylate (3.5 g) in 98-100% formic acid (50 ml) was heated under reflux for 11/2 hours, cooled, diluted with water and extracted with ethyl acetate. The extract was washed with excess sodium bicarbonate solution, dried and evaporated and the solid residue was crystallised twice from chloroform-petroleum ether 60°-80° C. to give the title product (mp 155°-157° C.). Starting materials: FC(C=1C=C(CNC(=O)C2=CC(=NC=C2)C2=C(C=CC(=C2)N2CCCCC2)NC(=O)C=2C=C(C(=O)O)C=CC2)C=CC1)(F)F (3-((2-(4-((3-(trifluoromethyl)benzyl)carbamoyl)pyridin-2-yl)-4-(piperidin-1-yl)phenyl)carbamoyl)-benzoic acid), amine, FC(C=1C=C(CNC(=O)C2=CC(=NC=C2)C2=C(C=CC(=C2)N2CCCCC2)NC(C2=CC(C(=O)N(C)CCC(=O)NCCOC)=CC=C2)=O)C=CC1)(F)F (N1-(2-(4-((3-(trifluoromethyl)benzyl)carbamoyl)pyridin-2-yl)-4-(piperidin-1-yl)phenyl)-N3-(3-(2-methoxyethylamino)-3-oxopropyl)-N3-methylisophthalamide), CNCCOCCO (2-(2-(Methylamino)-ethoxy)ethanol). The product is OCCOCCN(C(C1=CC(C(=O)NC2=C(C=C(C=C2)N2CCCCC2)C2=NC=CC(=C2)C(NCC2=CC(=CC=C2)C(F)(F)F)=O)=CC=C1)=O)C (N1-(2-(2-Hydroxyethoxy)ethyl)-N1-methyl-N3-(4-(piperidin-1-yl)-2-(4-((3-(trifluoromethyl)benzyl)carbamoyl)pyridin-2-yl)phenyl)isophthalamide). Reaction SMILES: [F:1][C:2]([F:44])([F:43])[C:3]1[CH:4]=[C:5]([CH:40]=[CH:41][CH:42]=1)[CH2:6][NH:7][C:8]([C:10]1[CH:15]=[CH:14][N:13]=[C:12]([C:16]2[CH:21]=[C:20]([N:22]3[CH2:27][CH2:26][CH2:25][CH2:24][CH2:23]3)[CH:19]=[CH:18][C:17]=2[NH:28][C:29]([C:31]2[CH:32]=[C:33]([CH:37]=[CH:38][CH:39]=2)[C:34]([OH:36])=O)=[O:30])[CH:11]=1)=[O:9].FC(F)(F)C1C=C(C=CC=1)CNC(C1C=CN=C(C2C=C(N3CCCCC3)C=CC=2NC(=O)C2C=CC=C(C(N(CCC(NCCOC)=O)C)=O)C=2)C=1)=O.[CH3:99][NH:100][CH2:101][CH2:102][O:103][CH2:104][CH2:105][OH:106]>>[OH:106][CH2:105][CH2:104][O:103][CH2:102][CH2:101][N:100]([CH3:99])[C:34](=[O:36])[C:33]1[CH:37]=[CH:38][CH:39]=[C:31]([C:29]([NH:28][C:17]2[CH:18]=[CH:19][C:20]([N:22]3[CH2:23][CH2:24][CH2:25][CH2:26][CH2:27]3)=[CH:21][C:16]=2[C:12]2[CH:11]=[C:10]([C:8](=[O:9])[NH:7][CH2:6][C:5]3[CH:40]=[CH:41][CH:42]=[C:3]([C:2]([F:1])([F:43])[F:44])[CH:4]=3)[CH:15]=[CH:14][N:13]=2)=[O:30])[CH:32]=1. Reported procedure: This compound was prepared from 3-((2-(4-((3-(trifluoromethyl)benzyl)carbamoyl)pyridin-2-yl)-4-(piperidin-1-yl)phenyl)carbamoyl)-benzoic acid 4.1e using the procedure described for the preparation of N1-(2-(4-((3-(trifluoromethyl)benzyl)carbamoyl)pyridin-2-yl)-4-(piperidin-1-yl)phenyl)-N3-(3-(2-methoxyethylamino)-3-oxopropyl)-N3-methylisophthalamide 4.2. 2-(2-(Methylamino)-ethoxy)ethanol was used as the amine component in this coupling. 1H-NMR: (300 MHz, DMSO-d6+D2O, ppm): δ 9.58 (s, 1H), 8.91 (... Reactants: BrC(C(=O)Cl)C (α-bromopropionyl chloride), CC(C#C)(C)NCC1OC(C(O1)C)C (N-(1,1-Dimethylprop-2-ynyl)-N-(4,5-dimethyl-1,3-dioxolan-2-ylmethyl)amine), C1=CC=CC=C1 (benzene), C([O-])([O-])=O.[Na+].[Na+] (sodium carbonate). Solvent: O (water). Yields the product CC(C#C)(C)N(C(C(C)Br)=O)CC1OC(C(O1)C)C (N-(1,1-dimethylprop-2-ynyl)-N-(4,5-dimethyl-1,3-dioxolan-2-ylmethyl)-α-bromopropionamide). Reaction SMILES: [CH3:1][C:2]([NH:6][CH2:7][CH:8]1[O:12][CH:11]([CH3:13])[CH:10]([CH3:14])[O:9]1)([CH3:5])[C:3]#[CH:4].C1C=CC=CC=1.C(=O)([O-])[O-].[Na+].[Na+].[Br:27][CH:28]([CH3:32])[C:29](Cl)=[O:30]>O>[CH3:5][C:2]([N:6]([CH2:7][CH:8]1[O:9][CH:10]([CH3:14])[CH:11]([CH3:13])[O:12]1)[C:29](=[O:30])[CH:28]([Br:27])[CH3:32])([CH3:1])[C:3]#[CH:4] |f:2.3.4|. Procedure details: N-(1,1-Dimethylprop-2-ynyl)-N-(4,5-dimethyl-1,3-dioxolan-2-ylmethyl)amine (10 grams), benzene (100 ml), water (100 ml) and sodium carbonate (8 grams) are charged into a glass reaction vessel equipped with a mechanical stirrer and thermometer. The reaction mixture is cooled to a temperature of 5° to 10° C. and α-bromopropionyl chloride (7 grams) is added dropwise with stirring. After the addition is completed stirring is continued until the reaction mixture reaches room temperature. After this ti... Reactants: COc1cc(O)ccc1-c1nc2ncccc2[nH]1, CS(=O)(=O)O, [Cl-]. The product is COc1cc(OS(C)(=O)=O)ccc1-c1nc2ncccc2[nH]1. As a reaction SMILES: [CH3:1][O:2][c:3]1[c:4](-[c:10]2[nH:11][c:12]3[c:13]([n:14][cH:15][cH:16][cH:17]3)[n:18]2)[cH:5][cH:6][c:7]([OH:9])[cH:8]1.[CH3:20][S:21](=[O:22])(=[O:23])[OH:24].[Cl-:19]>>[CH3:1][O:2][c:3]1[c:4](-[c:10]2[nH:11][c:12]3[c:13]([n:14][cH:15][cH:16][cH:17]3)[n:18]2)[cH:5][cH:6][c:7]([O:9][S:21]([CH3:20])(=[O:22])=[O:23])[cH:8]1. Reactants: [N+](=O)([O-])C=1C=C(C=CC1OC)C=1OC2=C(N1)C=C(C=C2)Br (2-(3-nitro-4-methoxyphenyl)-5-bromobenzoxazole), C(#N)C=1C=C(C=CC1)B(O)O (3-cyanophenylboronic acid). The product is [N+](=O)([O-])C=1C=C(C=CC1OC)C=1OC2=C(N1)C=C(C=C2)C2=CC(=CC=C2)C#N (2-(3-Nitro-4-methoxyphenyl)-5-(3-cyanophenyl)benzoxazole). Reaction SMILES: [N+:1]([C:4]1[CH:5]=[C:6]([C:12]2[O:13][C:14]3[CH:20]=[CH:19][C:18](Br)=[CH:17][C:15]=3[N:16]=2)[CH:7]=[CH:8][C:9]=1[O:10][CH3:11])([O-:3])=[O:2].[C:22]([C:24]1[CH:25]=[C:26](B(O)O)[CH:27]=[CH:28][CH:29]=1)#[N:23]>>[N+:1]([C:4]1[CH:5]=[C:6]([C:12]2[O:13][C:14]3[CH:20]=[CH:19][C:18]([C:28]4[CH:27]=[CH:26][CH:25]=[C:24]([C:22]#[N:23])[CH:29]=4)=[CH:17][C:15]=3[N:16]=2)[CH:7]=[CH:8][C:9]=1[O:10][CH3:11])([O-:3])=[O:2]. Procedure details: Prepared by the method of Example 15d), from 2-(3-nitro-4-methoxyphenyl)-5-bromobenzoxazole (200 mg, 0.57 mmol) and 3-cyanophenylboronic acid (126 mg, 0.86 mmol) the subtitle compound was obtained (65 mg, 31%). 1H NMR (DMSO) δ 8.75(d, 1H), 8.57(dd, 1H), 8.35(t, 1H), 8.29(d, 1H), 8.21(dt, 1H), 8.00(d, 1H), 7.97(dt, 1H), 7.93(d, 1H), 7.80(t, 1H), 7.74(d, 1H), 4.17(s, 3H). The reactants are CCOC(C)=O, COc1cc(C2C=CC(c3ccc(C(=O)Nc4ccccc4N)cc3)O2)cc(OC)c1OC. Yields the product COc1cc(C2CCC(c3ccc(C(=O)Nc4ccccc4N)cc3)O2)cc(OC)c1OC. RXN SMILES: [CH3:34][CH2:35][O:36][C:37]([CH3:38])=[O:39].[NH2:1][c:2]1[c:3]([NH:8][C:9]([c:10]2[cH:11][cH:12][c:13]([CH:16]3[O:17][CH:18]([c:21]4[cH:22][c:23]([O:31][CH3:32])[c:24]([O:29][CH3:30])[c:25]([O:27][CH3:28])[cH:26]4)[CH:19]=[CH:20]3)[cH:14][cH:15]2)=[O:33])[cH:4][cH:5][cH:6][cH:7]1>>[NH2:1][c:2]1[c:3]([NH:8][C:9]([c:10]2[cH:11][cH:12][c:13]([CH:16]3[O:17][CH:18]([c:21]4[cH:22][c:23]([O:31][CH3:32])[c:24]([O:29][CH3:30])[c:25]([O:27][CH3:28])[cH:26]4)[CH2:19][CH2:20]3)[cH:14][cH:15]2)=[O:33])[cH:4][cH:5][cH:6][cH:7]1.